Dataset: the Open Reaction Database (ORD), a public repository of structured organic reaction records. Task: describe an organic reaction: reactants, conditions, products, and yield Starting materials: ClC1=C2C=CNC2=CC=C1F (4-chloro-5-fluoroindole), O (water), [H-].[Na+] (sodium hydride), C[C@H]1OC1 ((R)-methyloxirane). Solvent: O1CCCC1 (tetrahydrofuran), CCOCC (ether). Run at time 1 hour. The product is ClC1=C2C=CN(C2=CC=C1F)C[C@@H](C)O ((R)-1-(4-chloro-5-fluoro-indol-1-yl)-propan-2-ol). Isolated yield 74.5%. Reaction SMILES: [H-].[Na+].[Cl:3][C:4]1[C:12]([F:13])=[CH:11][CH:10]=[C:9]2[C:5]=1[CH:6]=[CH:7][NH:8]2.[CH3:14][C@@H:15]1[CH2:17][O:16]1.O>O1CCCC1.CCOCC>[Cl:3][C:4]1[C:12]([F:13])=[CH:11][CH:10]=[C:9]2[C:5]=1[CH:6]=[CH:7][N:8]2[CH2:14][C@H:15]([OH:16])[CH3:17] |f:0.1|. Reported procedure: A suspension of 0.11 g of sodium hydride dispersion in 15 ml of tetrahydrofuran was treated with 0.5 g of 4-chloro-5-fluoroindole at 0° and stirred at this temperature for 1 hour. After the addition of 0.4 ml of (R)-methyloxirane the reaction mixture was stirred at room temperature for 48 hours and subsequently treated with water. The mixture was diluted with ether, washed with water and with saturated sodium chloride solution and the organic phase was dried over sodium sulfate. After removal of... Starting materials: [Br-], CC(C)(C)OC(=O)N1C(Cc2ccncc2)C(CO[Si](C)(C)C(C)(C)C)OC1(C)C, C1CCOC1, CC(=O)Cl, C[Mg+], CCOC(C)=O, N#CC1=C(C#N)C(=O)C(Cl)=C(Cl)C1=O. Yields the product Cc1cc(CC2C(CO[Si](C)(C)C(C)(C)C)OC(C)(C)N2C(=O)OC(C)(C)C)ccn1. As a reaction SMILES: [Br-:35].[C:1]([CH3:2])([CH3:3])([CH3:4])[Si:5]([O:6][CH2:7][CH:8]1[CH:9]([CH2:22][c:23]2[cH:24][cH:25][n:26][cH:27][cH:28]2)[N:10]([C:15](=[O:16])[O:17][C:18]([CH3:19])([CH3:20])[CH3:21])[C:11]([CH3:13])([CH3:14])[O:12]1)([CH3:29])[CH3:30].[CH2:52]1[O:53][CH2:54][CH2:55][CH2:56]1.[CH3:31][C:32](=[O:33])[Cl:34].[CH3:36][Mg+:37].[CH3:57][CH2:58][O:59][C:60](=[O:61])[CH3:62].[Cl:38][C:39]1=[C:50]([Cl:51])[C:48](=[O:49])[C:45]([C:46]#[N:47])=[C:42]([C:43]#[N:44])[C:40]1=[O:41]>>[C:1]([CH3:2])([CH3:3])([CH3:4])[Si:5]([O:6][CH2:7][CH:8]1[CH:9]([CH2:22][c:23]2[cH:24][c:25]([CH3:31])[n:26][cH:27][cH:28]2)[N:10]([C:15](=[O:16])[O:17][C:18]([CH3:19])([CH3:20])[CH3:21])[C:11]([CH3:13])([CH3:14])[O:12]1)([CH3:29])[CH3:30]. The reactants are C(C1=CC=CC=C1)N (benzylamine), C(=O)(OC(C)(C)C)N[C@@H](CC1=CC=CC=C1)C(=O)O (Boc-L-phenylalanine). Product: C(=O)(OC(C)(C)C)N[C@@H](CC1=CC=CC=C1)C(=O)NCC1=CC=CC=C1 (N-(Boc-L-phenylalanyl)benzylamine). Isolated yield 87.5%. RXN SMILES: [CH2:1]([NH2:8])[C:2]1[CH:7]=[CH:6][CH:5]=[CH:4][CH:3]=1.[C:9]([NH:16][C@H:17]([C:25](O)=[O:26])[CH2:18][C:19]1[CH:24]=[CH:23][CH:22]=[CH:21][CH:20]=1)([O:11][C:12]([CH3:15])([CH3:14])[CH3:13])=[O:10]>>[C:9]([NH:16][C@H:17]([C:25]([NH:8][CH2:1][C:2]1[CH:7]=[CH:6][CH:5]=[CH:4][CH:3]=1)=[O:26])[CH2:18][C:19]1[CH:20]=[CH:21][CH:22]=[CH:23][CH:24]=1)([O:11][C:12]([CH3:14])([CH3:13])[CH3:15])=[O:10]. Procedure details: In substantially the same manner as Working Example 2, benzylamine (3.53 g) was condensed with Boc-L-phenylalanine (7.96 g) to give N-(Boc-L-phenylalanyl)benzylamine (9.30 g) (yield 87%). The compound thus obtained (7.08 g) was dissolved in ethyl acetate (100 ml), to which was added 4N hydrochloric acid/ethyl acetate solution (80 ml, manufactured by Kokusan Chemical Works, Ltd.), and the mixture was left standing for a half hour at room temperature. The reaction mixture was treated with ethyleth... Reactants: CN(C)C, CCO, Cc1ccc(S(=O)(=O)[O-])cc1CC(C)C1(O)CCCCC1c1ccccc1. Product: CC(C[N+](C)(C)C)C1(O)CCCCC1c1ccccc1, Cc1ccc(S(=O)(=O)[O-])cc1. Reaction SMILES: [CH3:28][N:29]([CH3:30])[CH3:31].[CH3:32][CH2:33][OH:34].[OH:1][C:2]1([CH:14]([CH2:15][c:16]2[c:17]([CH3:26])[cH:18][cH:19][c:20]([S:22](=[O:23])(=[O:24])[O-:25])[cH:21]2)[CH3:27])[CH:3]([c:8]2[cH:9][cH:10][cH:11][cH:12][cH:13]2)[CH2:4][CH2:5][CH2:6][CH2:7]1>>[OH:1][C:2]1([CH:14]([CH2:15][N+:29]([CH3:28])([CH3:30])[CH3:31])[CH3:27])[CH:3]([c:8]2[cH:9][cH:10][cH:11][cH:12][cH:13]2)[CH2:4][CH2:5][CH2:6][CH2:7]1.[cH:16]1[c:17]([CH3:26])[cH:18][cH:19][c:20]([S:22](=[O:23])(=[O:24])[O-:25])[cH:21]1. RXN SMILES: [C:1]([O:2][C:3](=[O:4])[NH:8][CH:9]([C:10](=[O:11])[NH:12][CH:13]([CH2:14][c:15]1[cH:16][cH:17][c:18]([O:19][c:20]2[cH:21][cH:22][c:23]([CH:24]=[C:25]3[C:26](=[O:31])[NH:27][C:28](=[O:30])[S:29]3)[cH:32][cH:33]2)[cH:34][cH:35]1)[C:36](=[O:37])[O:38][CH3:39])[CH3:40])([CH3:5])([CH3:6])[CH3:7].[Cl:42][CH2:43][Cl:44].[ClH:41]>>[ClH:41].[NH2:8][CH:9]([C:10](=[O:11])[NH:12][CH:13]([CH2:14][c:15]1[cH:16][cH:17][c:18]([O:19][c:20]2[cH:21][cH:22][c:23]([CH:24]=[C:25]3[C:26](=[O:31])[NH:27][C:28](=[O:30])[S:29]3)[cH:32][cH:33]2)[cH:34][cH:35]1)[C:36](=[O:37])[O:38][CH3:39])[CH3:40]. Product: Cl, COC(=O)C(Cc1ccc(Oc2ccc(C=C3SC(=O)NC3=O)cc2)cc1)NC(=O)C(C)N. The reactants are COC(=O)C(Cc1ccc(Oc2ccc(C=C3SC(=O)NC3=O)cc2)cc1)NC(=O)C(C)NC(=O)OC(C)(C)C, ClCCl, Cl. The product is C1(CCCC1)C1=C2C(CC(OC2=CC(=C1C(C1=CC=C(C=C1)C(F)(F)F)O)C(C)C)(C)C)=O (rac-5-Cyclopent-1-yl-6-{hydroxy[4-(trifluoromethyl)phenyl]methyl}-7-isopropyl-2,2-dimethyl-2,3-dihydro-4H-chromen-4-one). Solvent: O1CCCC1 (tetrahydrofuran), O1CCCC1 (tetrahydrofuran). Run at time 30 minute. Procedure details: 155 μl (872 μmol) of borane/N,N-diethylaniline complex are added slowly to a solution of 4.9 mg (33 μmol) of (1R,2S)-1-aminoindan-2-ol in 5.0 ml of tetrahydrofuran, and the mixture is stirred for 30 min. A solution of 100 mg (218 μmol) of 5-cyclopent-1-en-1-yl-6-{hydroxy[4-(trifluoromethyl)phenyl]methyl}-7-isopropyl-2,2-dimethyl-2,3-dihydro-4H-chromen-4-one (Example 36A) in 5.0 ml of tetrahydrofuran is then, very slowly, added dropwise, and the mixture is stirred for 4 h. Methanol is then added,... Starting materials: C1(=CCCC1)C1=C2C(CC(OC2=CC(=C1C(C1=CC=C(C=C1)C(F)(F)F)O)C(C)C)(C)C)=O (rac-5-Cyclopent-1-en-1-yl-6-{hydroxy[4-(trifluoromethyl)phenyl]methyl}-7-isopropyl-2,2-dimethyl-2,3-dihydro-4H-chromen-4-one), N[C@H]1[C@H](CC2=CC=CC=C12)O ((1R,2S)-1-aminoindan-2-ol), CO (Methanol). Reaction SMILES: N[C@@H]1C2C(=CC=CC=2)C[C@@H]1O.[C:12]1([C:17]2[C:26]([CH:27]([OH:38])[C:28]3[CH:33]=[CH:32][C:31]([C:34]([F:37])([F:36])[F:35])=[CH:30][CH:29]=3)=[C:25]([CH:39]([CH3:41])[CH3:40])[CH:24]=[C:23]3[C:18]=2[C:19](=[O:44])[CH2:20][C:21]([CH3:43])([CH3:42])[O:22]3)[CH2:16][CH2:15][CH2:14][CH:13]=1.CO>O1CCCC1>[CH:12]1([C:17]2[C:26]([CH:27]([OH:38])[C:28]3[CH:33]=[CH:32][C:31]([C:34]([F:36])([F:37])[F:35])=[CH:30][CH:29]=3)=[C:25]([CH:39]([CH3:40])[CH3:41])[CH:24]=[C:23]3[C:18]=2[C:19](=[O:44])[CH2:20][C:21]([CH3:42])([CH3:43])[O:22]3)[CH2:16][CH2:15][CH2:14][CH2:13]1.